Dataset: the Open Reaction Database (ORD), a public repository of structured organic reaction records. Task: describe an organic reaction: reactants, conditions, products, and yield Reactants: C(C)C1(C(CCCCC1)C)C(=O)Cl (1-Ethyl-2-methylcycloheptanecarbonyl chloride), N1CCOCC1 (morpholine). The solvent is CCOCC (ether), CCOCC (ether). The product is C(C)C1(C(CCCCC1)C)C(=O)N1CCOCC1 (N-(1-ethyl-2-methylcycloheptanecarbonyl) morpholine). As a reaction SMILES: [CH2:1]([C:3]1([C:11](Cl)=[O:12])[CH2:9][CH2:8][CH2:7][CH2:6][CH2:5][CH:4]1[CH3:10])[CH3:2].[NH:14]1[CH2:19][CH2:18][O:17][CH2:16][CH2:15]1>CCOCC>[CH2:1]([C:3]1([C:11]([N:14]2[CH2:19][CH2:18][O:17][CH2:16][CH2:15]2)=[O:12])[CH2:9][CH2:8][CH2:7][CH2:6][CH2:5][CH:4]1[CH3:10])[CH3:2]. Procedure: 1-Ethyl-2-methylcycloheptanecarbonyl chloride (1.5 g, 0.007 mole) in ether (10 ml.) was added slowly to a solution of morpholine (0.02 mole) in ether (10 ml.). The mixture was washed with dilute hydrochloric acid, dilute sodium bicarbonate and then with water. The ether layer was dried and distilled to give N-(1-ethyl-2-methylcycloheptanecarbonyl) morpholine bp. 145°-7°/0.35 mm. The reactants are C12(CC3CC(CC(C1)C3)C2)CNC([C@H](C2=CC=CC=C2)O)=O ((S)—N-((1-adamantyl)methyl)-2-hydroxy-2-phenylacetamide), S(C)C (Me2S). Solvent: C1CCOC1 (THF). The product is C12(CC3CC(CC(C1)C3)C2)CNC[C@@H](O)C2=CC=CC=C2 ((S)-2-((1-adamantylmethyl)amino)-1-phenylethanol). Isolated yield 50.1%. As a reaction SMILES: [C:1]12([CH2:11][NH:12][C:13](=O)[C@@H:14]([OH:21])[C:15]3[CH:20]=[CH:19][CH:18]=[CH:17][CH:16]=3)[CH2:10][CH:5]3[CH2:6][CH:7]([CH2:9][CH:3]([CH2:4]3)[CH2:2]1)[CH2:8]2.S(C)C>C1COCC1>[C:1]12([CH2:11][NH:12][CH2:13][C@H:14]([C:15]3[CH:16]=[CH:17][CH:18]=[CH:19][CH:20]=3)[OH:21])[CH2:8][CH:7]3[CH2:6][CH:5]([CH2:4][CH:3]([CH2:9]3)[CH2:2]1)[CH2:10]2. Reported procedure: To a solution of (S)—N-((1-adamantyl)methyl)-2-hydroxy-2-phenylacetamide (85 mg, 0.28 mmol) in THF (10 mL) was added BH3.Me2S (10 M, 85 μL, 8.5 mmol) under nitrogen. The mixture was heated under reflux overnight and then cooled to rt. The reaction was quenched with methanol. The mixture was concentrated in vacuum to give crude product, which was purified by preparative TLC to afford (S)-2-((1-adamantylmethyl)amino)-1-phenylethanol (40 mg, 50%). 1H NMR (MeOD, 400 MHZ): δ=1.31-2.01 (m, 15H), 2.42 ... The reactants are CCOC(=O)N=C=S, Cc1ccccc1, Nc1cc(-c2ccccc2)[nH]n1. The product is CCOC(=O)NC(=S)Nc1cc(-c2ccccc2)n[nH]1. RXN SMILES: [CH2:13]([CH3:14])[O:15][C:16](=[O:17])[N:18]=[C:19]=[S:20].[CH3:21][c:22]1[cH:23][cH:24][cH:25][cH:26][cH:27]1.[NH2:1][c:2]1[n:3][nH:4][c:5](-[c:7]2[cH:8][cH:9][cH:10][cH:11][cH:12]2)[cH:6]1>>[NH:1]([c:2]1[nH:3][n:4][c:5](-[c:7]2[cH:8][cH:9][cH:10][cH:11][cH:12]2)[cH:6]1)[C:19]([NH:18][C:16]([O:15][CH2:13][CH3:14])=[O:17])=[S:20]. Starting materials: [Na] (sodium), Cl (hydrochloric acid), C(CC(=O)OCC)(=O)OCC (diethyl malonate), CN1C(OC(C2=C1N=CC=C2)=O)=O (1-methyl-1H-4H-pyrido[2,3-d][1,3]-oxazine-2,4-dione). Run in O (water), C(C)O (ethanol). Reaction conditions: time 5 minute. The product is OC1=C(C(N(C2=NC=CC=C12)C)=O)C(=O)OCC (4-hydroxy-1,2-dihydro-1-methyl-2-oxo-1,8-naphthyridine-3-carboxylic acid, ethyl ester). RXN SMILES: [Na].[C:2]([O:10][CH2:11][CH3:12])(=[O:9])[CH2:3][C:4]([O:6]CC)=O.[CH3:13][N:14]1[C:19]2[N:20]=[CH:21][CH:22]=[CH:23][C:18]=2[C:17](=O)[O:16]C1=O.Cl>O.C(O)C>[OH:16][C:17]1[C:18]2[C:19](=[N:20][CH:21]=[CH:22][CH:23]=2)[N:14]([CH3:13])[C:4](=[O:6])[C:3]=1[C:2]([O:10][CH2:11][CH3:12])=[O:9] |^1:0|. Procedure: To a solution of 0.345 g. (0.15 g. atom) of sodium in 30 ml. of ethanol was added 4.8 g. of diethyl malonate. The mixture was stirred at room temperature for 5 minutes and then was evaporated in a rotary evaporator. The residue was dissolved in 30 ml. of N,N-dimethylformamide and 2.67 g. (0.015 mole) of 1-methyl-1H-4H-pyrido[2,3-d][1,3]-oxazine-2,4-dione was added. The mixture was heated under reflux for 10 minutes and the thick mixture was dissolved in 100 ml. of water. The solution was acidifi... Starting materials: CSC(NCC=1C=NC(=CC1)Cl)=NC (S-methyl-N-(6-chloro-3-pyridylmethyl)-N'-methylisothiourea), [N+](=O)([O-])CC(=O)OCC (ethyl nitroacetate). Product: ClC1=CC=C(C=N1)CNC(=C([N+](=O)[O-])C(=O)OCC)NC (1-(6-Chloro-3-pyridylmethyl)amino-1-methylamino-2-ethoxycarbonyl-2-nitroethylene). The yield is 57.3%. As a reaction SMILES: CS[C:3](=[N:13][CH3:14])[NH:4][CH2:5][C:6]1[CH:7]=[N:8][C:9]([Cl:12])=[CH:10][CH:11]=1.[N+:15]([CH2:18][C:19]([O:21][CH2:22][CH3:23])=[O:20])([O-:17])=[O:16]>>[Cl:12][C:9]1[N:8]=[CH:7][C:6]([CH2:5][NH:4][C:3]([NH:13][CH3:14])=[C:18]([C:19]([O:21][CH2:22][CH3:23])=[O:20])[N+:15]([O-:17])=[O:16])=[CH:11][CH:10]=1. Reported procedure: A mixture of 1.4 g (0.0061 mole) of S-methyl-N-(6-chloro-3-pyridylmethyl)-N'-methylisothiourea obtained in Example 64 (2) and 2.7 g of ethyl nitroacetate was stirred with heating at 75°-80° C. for 3 hours. After cooling, the crystals were collected by filtration, washed with CH3CN and dried. The procedure gave 1.1 g of the title compound as white crystals.